Dataset: the Open Reaction Database (ORD), a public repository of structured organic reaction records. Task: describe an organic reaction: reactants, conditions, products, and yield Starting materials: ClC1=C(C=C(C=C1)[N+](=O)[O-])C(C)(F)F (1-chloro-2-(1,1-difluoro-ethyl)-4-nitro-benzene), [Cl-].[NH4+] (ammonium chloride), O (water). Reagents/catalysts: [Fe] (iron). The solvent is CO (methanol). Conditions: temperature 70 celsius, time 1 hour. Product: ClC1=C(C=C(C=C1)N)C(C)(F)F (4-Chloro-3-(1,1-difluoro-ethyl)-phenylamine). The yield is 87.8%. RXN SMILES: [Cl:1][C:2]1[CH:7]=[CH:6][C:5]([N+:8]([O-])=O)=[CH:4][C:3]=1[C:11]([F:14])([F:13])[CH3:12].[Cl-].[NH4+].O>[Fe].CO>[Cl:1][C:2]1[CH:7]=[CH:6][C:5]([NH2:8])=[CH:4][C:3]=1[C:11]([F:13])([F:14])[CH3:12] |f:1.2|. Procedure details: 480 mg (2.17 mmol) of 1-chloro-2-(1,1-difluoro-ethyl)-4-nitro-benzene, 464 mg (8.67 mmol) of ammonium chloride and 365 mg (6.51 mmol) of iron powder were added to a mixture of 1.5 mL of water and 3 mL of methanol. The slurry was stirred at 70° C. for 1 h, and then cooled down, filtered through a pad of celite washing with excess methanol and concentrated down under reduced pressure. The residue was dissolved in ethyl acetate, evaporated under reduced pressure on silica gel and purified on silica... Starting materials: NCc1ccccc1, COC(C)O, COc1ccc(-c2cc3nc(Cl)ccc3c(Cl)n2)cc1. The product is COc1ccc(-c2cc3nc(NCc4ccccc4)ccc3c(Cl)n2)cc1. As a reaction SMILES: [CH2:21]([c:22]1[cH:23][cH:24][cH:25][cH:26][cH:27]1)[NH2:28].[CH3:29][O:30][CH:31]([OH:32])[CH3:33].[Cl:1][c:2]1[n:3][c:4]2[cH:5][c:6](-[c:13]3[cH:14][cH:15][c:16]([O:19][CH3:20])[cH:17][cH:18]3)[n:7][c:8]([Cl:12])[c:9]2[cH:10][cH:11]1>>[c:2]1([NH:28][CH2:21][c:22]2[cH:23][cH:24][cH:25][cH:26][cH:27]2)[n:3][c:4]2[cH:5][c:6](-[c:13]3[cH:14][cH:15][c:16]([O:19][CH3:20])[cH:17][cH:18]3)[n:7][c:8]([Cl:12])[c:9]2[cH:10][cH:11]1. Starting materials: C(C)(=O)OCC (ethyl acetate), CN(NC(=O)NC1=C(C(=O)OC)C=CC=C1C)C (methyl 2-[[(2,2-dimethylhydrazino)carbonyl]amino]-3-methylbenzoate), ClC(Cl)(OC(OC(Cl)(Cl)Cl)=O)Cl (triphosgene), C(C)(=O)OCC (ethyl acetate), C([O-])(O)=O.[Na+] (sodium bicarbonate). Reaction conditions: time 2 hour. Yields the product ClC1=NN(C(N1C1=C(C(=O)OC)C=CC=C1C)=O)C (methyl 2-(3-chloro-1,5-dihydro-1-methyl-5-oxo-4H-1,2,4-triazol-4-yl)-3-methylbenzoate). Reaction SMILES: Cl[C:2]([Cl:12])(OC(=O)OC(Cl)(Cl)Cl)Cl.C[N:14](C)[NH:15][C:16]([NH:18][C:19]1C(C)=[CH:27][CH:26]=[CH:25][C:20]=1[C:21](OC)=O)=[O:17].[C:31](=O)(O)[O-].[Na+].[C:36]([O:39][CH2:40]C)(=[O:38])[CH3:37]>>[Cl:12][C:2]1[N:18]([C:19]2[C:20]([CH3:21])=[CH:25][CH:26]=[CH:27][C:37]=2[C:36]([O:39][CH3:40])=[O:38])[C:16](=[O:17])[N:15]([CH3:31])[N:14]=1 |f:2.3|. Procedure details: Into a solution of triphosgene (51.5 g, 174 mmol) in ethyl acetate (500 mL) heated to 75° C. was pumped a slurry of the title compound of Step B (15.57 g, 62 mmol) in ethyl acetate (100 mL) over 40 min. The mixture was held at 75° C. during the entire addition and then for an additional 2 h. The mixture was cooled to room temperature and stirred overnight. The reaction mixture was poured into saturated sodium bicarbonate solution and back-extracted with ethyl acetate. The combined organic phases... The reactants are COCP(=O)C(CCC(=O)OC)=O (Methyl 4-(methoxymethylphosphinyl)-4-oxobutanoate), [Li] (lithium). The solvent is solution, [I-].[Li+] (lithium iodide), C(C(C)C)C(=O)C (methyl isobutyl ketone). Conditions: time 2 hour. Yields the product [Li].OCP(=O)C(CCC(=O)OC)=O (Methyl 4-(hydroxymethylphosphinyl)-4-oxobutanoate lithium salt), solid. Reaction SMILES: C[O:2][CH2:3][PH:4]([C:6](=[O:13])[CH2:7][CH2:8][C:9]([O:11][CH3:12])=[O:10])=[O:5].[Li:14]>[I-].[Li+].C(C(C)=O)C(C)C>[Li:14].[OH:2][CH2:3][PH:4]([C:6](=[O:13])[CH2:7][CH2:8][C:9]([O:11][CH3:12])=[O:10])=[O:5] |f:2.3,5.6,^1:13,23|. Procedure: The product of step (a) (16.0 g) was dissolved in a 0.5 M solution of anhydrous lithium iodide in methyl isobutyl ketone (170 ml) and the solution heated under reflux with stirring for 2 hours. After cooling the crude lithium salt was filtered off, washed with acetone and dried. The product (12.0 g) was dissolved in methanol (50 ml) and diluted with acetone (500 ml). The precipitated impurities were filtered off and the filtrate was evaporated to dryness to give the title product as a deliquesce... Reactants: C(C)OC(=O)C1=C(SC(=C1)C1CCOCC1)N (2-Amino-5-(tetrahydro-pyran-4-yl)-thiophene-3-carboxylic acid ethyl ester), N(=O)OC(C)(C)C (tert-butyl nitrite), [Cl-].[NH4+] (ammonium chloride). Reagents/catalysts: [Cu](Cl)Cl (copper (II) chloride). Solvent: IMS. Reaction conditions: time 15 minute. The product is C(C)OC(=O)C1=CSC(=C1)C1CCOCC1 (5-(Tetrahydro-pyran-4-yl)-thiophene-3-carboxylic acid ethyl ester). Isolated yield 60.6%. Reaction SMILES: [CH2:1]([O:3][C:4]([C:6]1[CH:10]=[C:9]([CH:11]2[CH2:16][CH2:15][O:14][CH2:13][CH2:12]2)[S:8][C:7]=1N)=[O:5])[CH3:2].N(OC(C)(C)C)=O.[Cl-].[NH4+]>[Cu](Cl)Cl>[CH2:1]([O:3][C:4]([C:6]1[CH:10]=[C:9]([CH:11]2[CH2:16][CH2:15][O:14][CH2:13][CH2:12]2)[S:8][CH:7]=1)=[O:5])[CH3:2] |f:2.3|. Procedure: 2-Amino-5-(tetrahydro-pyran-4-yl)-thiophene-3-carboxylic acid ethyl ester (1.79 g, 7 mmol) was added to a suspension of tert-butyl nitrite (10.5 mmol) and copper (II) chloride (7 mmol) in IMS (70 mL). The reaction was stirred for 15 minutes then saturated aqueous ammonium chloride (7 mL) was added and the mixture stirred for a further 15 minutes. The solvent was removed under vacuum and the residue partitioned between ethyl acetate and water. The organic layer was dried over magnesium sulphate, ... The reactants are BrCC(=O)OC(C)(C)C (tert-Butyl bromoacetate), ClC1=CC=C(CN(S(=O)(=O)C2=NN(C=C2)C)C2=CC(=CC=C2)O)C=C1 (1-methyl-1H-pyrazole-3-sulfonic acid (4-chloro-benzyl)-(3-hydroxy-phenyl)-amide), C([O-])([O-])=O.[Cs+].[Cs+] (cesium carbonate). The solvent is CN(C=O)C (dimethyl formamide), C(C)(=O)OCC (ethyl acetate). Reaction conditions: time 16 hour. Product: C(C)(C)(C)OC(COC1=CC(=CC=C1)N(S(=O)(=O)C1=NN(C=C1)C)CC1=CC=C(C=C1)Cl)=O ({3-[(4-Chloro-benzyl)-(1-methyl-1H-pyrazole-3-sulfonyl)-amino]-phenoxy}-acetic acid tert-butyl ester). Isolated yield 82.8%. As a reaction SMILES: Br[CH2:2][C:3]([O:5][C:6]([CH3:9])([CH3:8])[CH3:7])=[O:4].[Cl:10][C:11]1[CH:34]=[CH:33][C:14]([CH2:15][N:16]([C:26]2[CH:31]=[CH:30][CH:29]=[C:28]([OH:32])[CH:27]=2)[S:17]([C:20]2[CH:24]=[CH:23][N:22]([CH3:25])[N:21]=2)(=[O:19])=[O:18])=[CH:13][CH:12]=1.C(=O)([O-])[O-].[Cs+].[Cs+]>CN(C)C=O.C(OCC)(=O)C>[C:6]([O:5][C:3](=[O:4])[CH2:2][O:32][C:28]1[CH:29]=[CH:30][CH:31]=[C:26]([N:16]([CH2:15][C:14]2[CH:13]=[CH:12][C:11]([Cl:10])=[CH:34][CH:33]=2)[S:17]([C:20]2[CH:24]=[CH:23][N:22]([CH3:25])[N:21]=2)(=[O:19])=[O:18])[CH:27]=1)([CH3:9])([CH3:8])[CH3:7] |f:2.3.4|. Procedure details: tert-Butyl bromoacetate (87.3 μl, 0.596 mmol) was added to a stirred solution of 1-methyl-1H-pyrazole-3-sulfonic acid (4-chloro-benzyl)-(3-hydroxy-phenyl)-amide (150 mg, 0.40 mmol) and cesium carbonate (388 mg, 1.19 mmol) in anhydrous dimethyl formamide (10 ml) and then stirred at ambient for 16 hours. The reaction was diluted with ethyl acetate (10 ml), washed with water (3×20 ml) and the organic extracts were concentrated in vacuo to obtain crude product. The residue was purified by flash chro... The reactants are ClC1=CC=C(OC2=CC=C(C=C2)CC(=O)OC)C=C1 (methyl α-[p-(p-chlorophenoxy)phenyl]acetate), BrN1C(CCC1=O)=O (N-bromosuccinimide), Br (HBr). The solvent is C(Cl)(Cl)(Cl)Cl (carbon tetrachloride). Product: BrC(C(=O)OC)C1=CC=C(C=C1)OC1=CC=C(C=C1)Cl (Methyl α-Bromo-α-[p-(p-chlorophenoxy)phenyl]acetate). As a reaction SMILES: [Cl:1][C:2]1[CH:19]=[CH:18][C:5]([O:6][C:7]2[CH:12]=[CH:11][C:10]([CH2:13][C:14]([O:16][CH3:17])=[O:15])=[CH:9][CH:8]=2)=[CH:4][CH:3]=1.[Br:20]N1C(=O)CCC1=O.Br>C(Cl)(Cl)(Cl)Cl>[Br:20][CH:13]([C:10]1[CH:11]=[CH:12][C:7]([O:6][C:5]2[CH:4]=[CH:3][C:2]([Cl:1])=[CH:19][CH:18]=2)=[CH:8][CH:9]=1)[C:14]([O:16][CH3:17])=[O:15]. Reported procedure: To a solution of 1.38 g of methyl α-[p-(p-chlorophenoxy)phenyl]acetate in 15 ml of carbon tetrachloride is added 0.92 g of N-bromosuccinimide and a small drop of concentrated HBr. The mixture is maintained at reflux for 72 hours and cooled to room temperature. Filtration through 50 g of aluminum oxide, evaporation of the solvent and bulb-to-bulb distillation of the residue (166° at 0.05 mm) affords the product as a colorless oil. The reactants are C(C)(C)N(CC)C(C)C (Diisopropylethylamine), C(C)(C)(C)OC(NC1CCNCC1)=O (piperidin-4-yl-carbamic acid tert-butyl ester), C1(CC1)C(=O)N1CCC2=CC(=CC=C12)S(=O)(=O)Cl (1-cyclopropanecarbonyl-2,3-dihydro-1H-indole-5-sulfonyl chloride). The solvent is C(Cl)Cl (DCM), C(Cl)Cl (DCM). Conditions: time 1 hour. Product: C(C)(C)(C)OC(NC1CCN(CC1)S(=O)(=O)C=1C=C2CCN(C2=CC1)C(=O)C1CC1)=O ([1-(1-Cyclopropanecarbonyl-2,3-dihydro-1H-indole-5-sulfonyl)-piperidin-4-yl]-carbamic acid tert-butyl ester). Yield: 80.1%. Reaction SMILES: C(N(C(C)C)CC)(C)C.[C:10]([O:14][C:15](=[O:23])[NH:16][CH:17]1[CH2:22][CH2:21][NH:20][CH2:19][CH2:18]1)([CH3:13])([CH3:12])[CH3:11].[CH:24]1([C:27]([N:29]2[C:37]3[C:32](=[CH:33][C:34]([S:38](Cl)(=[O:40])=[O:39])=[CH:35][CH:36]=3)[CH2:31][CH2:30]2)=[O:28])[CH2:26][CH2:25]1>C(Cl)Cl>[C:10]([O:14][C:15](=[O:23])[NH:16][CH:17]1[CH2:22][CH2:21][N:20]([S:38]([C:34]2[CH:33]=[C:32]3[C:37](=[CH:36][CH:35]=2)[N:29]([C:27]([CH:24]2[CH2:25][CH2:26]2)=[O:28])[CH2:30][CH2:31]3)(=[O:39])=[O:40])[CH2:19][CH2:18]1)([CH3:13])([CH3:11])[CH3:12]. Procedure: Diisopropylethylamine (0.33 ml, 2.0 mmol) was added in one portion to a stirred solution of piperidin-4-yl-carbamic acid tert-butyl ester (0.2 g, 1.0 mmol) in DCM (5 ml) at room temperature. To this mixture was added 1-cyclopropanecarbonyl-2,3-dihydro-1H-indole-5-sulfonyl chloride (0.29 g, 1.0 mmol) in one portion and the mixture was stirred at room temperature under a nitrogen atmosphere for 1 hour. After this time the mixture was diluted with DCM (100 ml) and washed sequentially with HCl (1M s... The reactants are FC=1C=C(C=C(C1)F)C=1N=C(SC1)C1(CCOCC1)CN ((4-(4-(3,5-difluorophenyl)thiazol-2-yl)tetrahydro-2H-pyran-4-yl)methanamine), FC(C1=NC(=NO1)C=1C=C(C(=O)O)C=CC1)(F)F (3-(5-(trifluoromethyl)-1,2,4-oxadiazol-3-yl)benzoic acid). Yields the product FC=1C=C(C=C(C1)F)C=1N=C(SC1)C1(CCOCC1)CNC(C1=CC(=CC=C1)C1=NOC(=N1)C(F)(F)F)=O (N-((4-(4-(3,5-Difluorophenyl)thiazol-2-yl)tetrahydro-2H-pyran-4-yl)methyl)-3-(5-(trifluoromethyl)-1,2,4-oxadiazol-3-yl)benzamide). Isolated yield 10.0%. Reaction SMILES: [F:1][C:2]1[CH:3]=[C:4]([C:9]2[N:10]=[C:11]([C:14]3([CH2:20][NH2:21])[CH2:19][CH2:18][O:17][CH2:16][CH2:15]3)[S:12][CH:13]=2)[CH:5]=[C:6]([F:8])[CH:7]=1.[F:22][C:23]([F:39])([F:38])[C:24]1[O:28][N:27]=[C:26]([C:29]2[CH:30]=[C:31]([CH:35]=[CH:36][CH:37]=2)[C:32](O)=[O:33])[N:25]=1>>[F:8][C:6]1[CH:5]=[C:4]([C:9]2[N:10]=[C:11]([C:14]3([CH2:20][NH:21][C:32](=[O:33])[C:31]4[CH:35]=[CH:36][CH:37]=[C:29]([C:26]5[N:25]=[C:24]([C:23]([F:39])([F:38])[F:22])[O:28][N:27]=5)[CH:30]=4)[CH2:15][CH2:16][O:17][CH2:18][CH2:19]3)[S:12][CH:13]=2)[CH:3]=[C:2]([F:1])[CH:7]=1. Procedure: This compound was synthesized from (4-(4-(3,5-difluorophenyl)thiazol-2-yl)tetrahydro-2H-pyran-4-yl)methanamine and 3-(5-(trifluoromethyl)-1,2,4-oxadiazol-3-yl)benzoic acid as described in example 8 step 6 (20 mg, 10% yield). 1H NMR (300 MHz, CDCl3) δ 8.45 (s, 1H), 8.24 (d, J=8.3 Hz, 1H), 7.88 (d, J=8.3 Hz, 1H), 7.64-7.54 (m, 2H), 7.35 (d, J=5.5 Hz, 1H), 6.73 (m, 2H), 3.95 (m, 2H), 3.85 (d, J=5.5 Hz, 2H), 3.70 (m, 2H), 2.28 (m, 2H), 2.05 (m, 2H). MS (ESI) m/z: Calculated for C25H19F5N4O3S: 550.11...